The task is: describe an organic reaction: reactants, conditions, products, and yield. This data is from the Open Reaction Database (ORD), a public repository of structured organic reaction records. The reactants are COC(COC1=CC2=C(C(=CC=C2C=C1)OCCOCCOCCBr)C(C)=O)=O ([[8-acetyl-7-[2-[2-(2-bromoethoxy)ethoxy]ethoxy]-2-naphthalenyl]oxy]acetic acid methyl ester), OC1=C(C=CC(=C1CCC)O)C(C)=O (1-(2,4-dihydroxy-3-propylphenyl)ethanone), C([O-])([O-])=O.[K+].[K+] (potassium carbonate). Run in CC(=O)C (acetone), CN(C=O)C (dimethylformamide). Yields the product COC(COC1=CC2=C(C(=CC=C2C=C1)OCCOCCOCCOC1=C(C(=C(C=C1)C(C)=O)O)CCC)C(C)=O)=O ([[8-acetyl-7-[2-[2-[2-(4-acetyl-3-hydroxy-2-propylphenoxy)ethoxy]ethoxy]ethoxy]-2-naphthalenyl]oxy]acetic acid methyl ester). The yield is 72.5%. RXN SMILES: [CH3:1][O:2][C:3](=[O:29])[CH2:4][O:5][C:6]1[CH:15]=[CH:14][C:13]2[C:8](=[C:9]([C:26](=[O:28])[CH3:27])[C:10]([O:16][CH2:17][CH2:18][O:19][CH2:20][CH2:21][O:22][CH2:23][CH2:24]Br)=[CH:11][CH:12]=2)[CH:7]=1.[OH:30][C:31]1[C:36]([CH2:37][CH2:38][CH3:39])=[C:35]([OH:40])[CH:34]=[CH:33][C:32]=1[C:41](=[O:43])[CH3:42].C(=O)([O-])[O-].[K+].[K+]>CC(C)=O.CN(C)C=O>[CH3:1][O:2][C:3](=[O:29])[CH2:4][O:5][C:6]1[CH:15]=[CH:14][C:13]2[C:8](=[C:9]([C:26](=[O:28])[CH3:27])[C:10]([O:16][CH2:17][CH2:18][O:19][CH2:20][CH2:21][O:22][CH2:23][CH2:24][O:40][C:35]3[CH:34]=[CH:33][C:32]([C:41](=[O:43])[CH3:42])=[C:31]([OH:30])[C:36]=3[CH2:37][CH2:38][CH3:39])=[CH:11][CH:12]=2)[CH:7]=1 |f:2.3.4|. Procedure: A mixture of 2 g of [[8-acetyl-7-[2-[2-(2-bromoethoxy)ethoxy]ethoxy]-2-naphthalenyl]oxy]acetic acid methyl ester, 1.0 g of 1-(2,4-dihydroxy-3-propylphenyl)ethanone and 0.9 g of anhydrous potassium carbonate in 40 ml of anhydrous acetone and 14 ml of anhydrous dimethylformamide was stirred at reflux for 16 hours. The solvent was removed in vacuo and residue was dissolved in ethyl acetate, washed with water, dried (magnesium sulfate) and concentrated in vacuo to give an oil which was purified by h... Starting materials: Cc1ccc(=O)n(CCCCBr)n1, CC#N, ClCCl, [K+], [K+], O=C([O-])[O-], O, c1ccc2c(N3CCNCC3)cccc2c1. Product: Cc1ccc(=O)n(CCCCN2CCN(c3cccc4ccccc34)CC2)n1. As a reaction SMILES: [Br:1][CH2:2][CH2:3][CH2:4][CH2:5][n:6]1[n:7][c:8]([CH3:13])[cH:9][cH:10][c:11]1=[O:12].[CH3:39][C:40]#[N:41].[Cl:36][CH2:37][Cl:38].[K+:30].[K+:31].[O-:32][C:33]([O-:34])=[O:35].[OH2:42].[c:14]1([N:24]2[CH2:25][CH2:26][NH:27][CH2:28][CH2:29]2)[cH:15][cH:16][cH:17][c:18]2[cH:19][cH:20][cH:21][cH:22][c:23]12>>[CH2:2]([CH2:3][CH2:4][CH2:5][n:6]1[n:7][c:8]([CH3:13])[cH:9][cH:10][c:11]1=[O:12])[N:27]1[CH2:26][CH2:25][N:24]([c:14]2[cH:15][cH:16][cH:17][c:18]3[cH:19][cH:20][cH:21][cH:22][c:23]23)[CH2:29][CH2:28]1. Reactants: C(#N)COC1=C(C=C(C=C1)C1=C(C=C(C=C1)C1=C(C=C(C=C1)CCC#N)CC(C)C)C(C)C)CC(C)C (3-[4″-(cyanomethoxy)-2,3″-diisobutyl-3′-isopropyl-1,1′:4′,1″-terphenyl-4-yl]propanenitrile), Cl (HCl). The solvent is CCO (EtOH). Reaction conditions: time 8 hour. Yields the product Cl.Cl.NCCOC1=C(C=C(C=C1)C1=C(C=C(C=C1)C1=C(C=C(C=C1)CCCN)CC(C)C)C(C)C)CC(C)C (3-[4″-(2-aminoethoxy)-2,3″-diisobutyl-3′-isopropyl-1,1′:4′,1″-terphenyl-4-yl]propan-1-amine dihydrochloride). The yield is 91.0%. Reaction SMILES: [C:1]([CH2:3][O:4][C:5]1[CH:10]=[CH:9][C:8]([C:11]2[CH:16]=[CH:15][C:14]([C:17]3[CH:22]=[CH:21][C:20]([CH2:23][CH2:24][C:25]#[N:26])=[CH:19][C:18]=3[CH2:27][CH:28]([CH3:30])[CH3:29])=[CH:13][C:12]=2[CH:31]([CH3:33])[CH3:32])=[CH:7][C:6]=1[CH2:34][CH:35]([CH3:37])[CH3:36])#[N:2].[ClH:38]>CCO>[ClH:38].[ClH:38].[NH2:2][CH2:1][CH2:3][O:4][C:5]1[CH:10]=[CH:9][C:8]([C:11]2[CH:16]=[CH:15][C:14]([C:17]3[CH:22]=[CH:21][C:20]([CH2:23][CH2:24][CH2:25][NH2:26])=[CH:19][C:18]=3[CH2:27][CH:28]([CH3:29])[CH3:30])=[CH:13][C:12]=2[CH:31]([CH3:33])[CH3:32])=[CH:7][C:6]=1[CH2:34][CH:35]([CH3:37])[CH3:36] |f:3.4.5|. Reported procedure: 3-[4″-(cyanomethoxy)-2,3″-diisobutyl-3′-isopropyl-1,1′:4′,1″-terphenyl-4-yl]propanenitrile (8f) (19.0 mg, 0.038 mmol) was dissolved in 5 ml of EtOH containing 10% Pd/C (15 mg) and 0.1 ml HCl (cone.). The solution was stirred overnight under 20 psi of H2. The reaction mixture was filtered through celite and the filtrate was concentrated in vacuo to yield 20 mg of a white solid (91%): 1H NMR (500 MHz, CD3OD) δ 0.75 (d, J=6.6 Hz, 6H), 0.93 (d, J=6.9 Hz, 6H), 1.14 (d, J=6.9, 6H), 1.68 (m, 2H), 1.96 ... Starting materials: ClC(Cl)(OC(OC(Cl)(Cl)Cl)=O)Cl (Triphosgene), FC=1C=C(C(C(=O)O)=CC1)N (4-fluoroanthranilic acid), C([O-])([O-])=O.[K+].[K+] (potassium carbonate). Run in O1CCOCC1 (1,4-dioxane). Reaction conditions: time 1 hour. The product is Cl.FC=1C=C(C(C(=O)OC)=CC1)N (Methyl 4-Fluoroanthranilate Hydrochloride). Reaction SMILES: [Cl:1][C:2](Cl)([O:4][C:5](=[O:11])OC(Cl)(Cl)Cl)Cl.[F:13][C:14]1[CH:15]=[C:16]([NH2:23])[C:17](=[CH:21][CH:22]=1)C(O)=O.C(=O)([O-])[O-].[K+].[K+]>O1CCOCC1>[ClH:1].[F:13][C:14]1[CH:15]=[C:16]([NH2:23])[C:17](=[CH:21][CH:22]=1)[C:5]([O:4][CH3:2])=[O:11] |f:2.3.4,6.7|. Procedure: Triphosgene (3.26 g, 11 mmol) was added to 4-fluoroanthranilic acid (1.55 g, 1.0 mmol) in dry 1,4-dioxane (50 ml), and the mixture was stirred at rt. for 1 h, and then 50° C. for ca. 30 min. Solvent was removed in vacuo, dry methanol (30 ml) added, followed by potassium carbonate (4.42 g, 35 mmol). The mixture was stirred at r.t. for 30 min, and then 2.5 h at 50° C. Inorganic material was filtered off, and the residue distributed between ethyl acetate (150 ml) and the pH 7 buffer (75 ml). Aqueou... Starting materials: O (water), ClC1=C(C=CC(=C1CCl)Cl)N1C(=CC=C1)CNC(C=CC1=CC=C(C=C1)C(NC)=O)=O (1-(2,4-dichloro-3-chloromethylphenyl)-2-[4-(methylcarbamoyl)cinnamoylaminomethyl]pyrrole), CC1=NC2=C(C=CC=C2C=C1)O (2-methyl-8-hydroxyquinoline), C([O-])([O-])=O.[K+].[K+] (potassium carbonate). The solvent is CN(C=O)C (N,N-dimethylformamide). Reaction conditions: time 1 day. Yields the product ClC1=C(C=CC(=C1COC=1C=CC=C2C=CC(=NC12)C)Cl)N1C(=CC=C1)CNC(C=CC1=CC=C(C=C1)C(NC)=O)=O (1-[2,4-dichloro-3-(2-methylquinolin-8-yloxymethyl)phenyl]-2-[4-(methylcarbamoyl)cinnamoylaminomethyl]pyrrole). Reaction SMILES: [Cl:1][C:2]1[C:7]([CH2:8]Cl)=[C:6]([Cl:10])[CH:5]=[CH:4][C:3]=1[N:11]1[CH:15]=[CH:14][CH:13]=[C:12]1[CH2:16][NH:17][C:18](=[O:31])[CH:19]=[CH:20][C:21]1[CH:26]=[CH:25][C:24]([C:27](=[O:30])[NH:28][CH3:29])=[CH:23][CH:22]=1.[CH3:32][C:33]1[CH:42]=[CH:41][C:40]2[C:35](=[C:36]([OH:43])[CH:37]=[CH:38][CH:39]=2)[N:34]=1.C(=O)([O-])[O-].[K+].[K+].O>CN(C)C=O>[Cl:1][C:2]1[C:7]([CH2:8][O:43][C:36]2[CH:37]=[CH:38][CH:39]=[C:40]3[C:35]=2[N:34]=[C:33]([CH3:32])[CH:42]=[CH:41]3)=[C:6]([Cl:10])[CH:5]=[CH:4][C:3]=1[N:11]1[CH:15]=[CH:14][CH:13]=[C:12]1[CH2:16][NH:17][C:18](=[O:31])[CH:19]=[CH:20][C:21]1[CH:26]=[CH:25][C:24]([C:27](=[O:30])[NH:28][CH3:29])=[CH:23][CH:22]=1 |f:2.3.4|. Reported procedure: A mixture of 1-(2,4-dichloro-3-chloromethylphenyl)-2-[4-(methylcarbamoyl)cinnamoylaminomethyl]pyrrole (50 mg), 2-methyl-8-hydroxyquinoline (17 mg) and potassium carbonate (44 mg) in N,N-dimethylformamide (2 ml) was stirred at ambient temperature for 1 day. The mixture was poured into water and extracted with chloroform. The organic layer was washed with water and brine, dried over magnesium sulfate and evaporated in vacuo. The residue was purified by preparative thin-layer chromatography on sili...